Dataset: the Open Reaction Database (ORD), a public repository of structured organic reaction records. Task: describe an organic reaction: reactants, conditions, products, and yield Conditions: time 67 hour. The reactants are [Cl-].[Al+3].[Cl-].[Cl-] (Aluminum chloride), ClC1=C(C(=CC=C1)F)OC (1-chloro-3-fluoro-2-methoxybenzene), C(CCCCC)(=O)Cl (hexanoyl chloride), Cl (HCl). Product: ClC=1C=C(C=C(C1OC)F)C(CCCCC)=O (1-(3-chloro-5-fluoro-4-methoxyphenyl)-1-hexanone). RXN SMILES: [Cl-].[Al+3].[Cl-].[Cl-].[Cl:5][C:6]1[CH:11]=[CH:10][CH:9]=[C:8]([F:12])[C:7]=1[O:13][CH3:14].[C:15](Cl)(=[O:21])[CH2:16][CH2:17][CH2:18][CH2:19][CH3:20].Cl>>[Cl:5][C:6]1[CH:11]=[C:10]([C:15](=[O:21])[CH2:16][CH2:17][CH2:18][CH2:19][CH3:20])[CH:9]=[C:8]([F:12])[C:7]=1[O:13][CH3:14] |f:0.1.2.3|. Procedure: Aluminum chloride (1.16 g, 8.72 mmol) was added to a stirred mixture of 1-chloro-3-fluoro-2-methoxybenzene (1.00 mL, 8.72 mmol) and hexanoyl chloride (1.47 mL, 10.46 mmol) at room temperature. The mixture warmed and HCl evolution occurred. The resulting mixture was stirred at room temperature for 67 hours and then partitioned between EtOAc (40 mL) and ice cold water (40 mL). The EtOAc layer was washed with brine (30 mL), dried over MgSO4, filtered, and evaporated under vacuum to yield crude 1-(3...